From a dataset of the Open Reaction Database (ORD), a public repository of structured organic reaction records. describe an organic reaction: reactants, conditions, products, and yield Starting materials: C1CCOC1, COP(C)(=O)OC, [Li]CCCC, CCOC(=O)COc1cccc(Cl)c1. The product is COP(=O)(CC(=O)COc1cccc(Cl)c1)OC. RXN SMILES: [CH2:27]1[O:28][CH2:29][CH2:30][CH2:31]1.[CH3:1][P:2]([O:3][CH3:4])([O:5][CH3:6])=[O:7].[CH3:8][CH2:9][CH2:10][CH2:11][Li:12].[Cl:13][c:14]1[cH:15][c:16]([O:17][CH2:18][C:19](=[O:20])[O:21][CH2:22][CH3:23])[cH:24][cH:25][cH:26]1>>[CH2:1]([P:2]([O:3][CH3:4])([O:5][CH3:6])=[O:7])[C:19]([CH2:18][O:17][c:16]1[cH:15][c:14]([Cl:13])[cH:26][cH:25][cH:24]1)=[O:20]. Starting materials: CS(=O)(=O)O (methanesulfonic acid), C1(CC1)NC(C1=CC(=C(C=C1)C)N1C=NC2=CC=C(C=C2C1=O)N1CCN(CC1)C(C)C)=O (N-cyclopropyl-3-[6-(4-isopropylpiperazin-1-yl)-4-oxoquinazolin-3(4H)-yl]-4-methylbenzamide). Solvent: C(C)(=O)OCC (ethyl acetate). Product: CS(=O)(=O)O.C1(CC1)NC(C1=CC(=C(C=C1)C)N1C=NC2=CC=C(C=C2C1=O)N1CCN(CC1)C(C)C)=O (N-Cyclopropyl-3-[6-(4-isopropylpiperazin-1-yl)-4-oxoquinazolin-3(4H)-yl]-4-methylbenzamide methanesulfonate salt). Reaction SMILES: [CH3:1][S:2]([OH:5])(=[O:4])=[O:3].[CH:6]1([NH:9][C:10](=[O:38])[C:11]2[CH:16]=[CH:15][C:14]([CH3:17])=[C:13]([N:18]3[C:27](=[O:28])[C:26]4[C:21](=[CH:22][CH:23]=[C:24]([N:29]5[CH2:34][CH2:33][N:32]([CH:35]([CH3:37])[CH3:36])[CH2:31][CH2:30]5)[CH:25]=4)[N:20]=[CH:19]3)[CH:12]=2)[CH2:8][CH2:7]1>C(OCC)(=O)C>[CH3:1][S:2]([OH:5])(=[O:4])=[O:3].[CH:6]1([NH:9][C:10](=[O:38])[C:11]2[CH:16]=[CH:15][C:14]([CH3:17])=[C:13]([N:18]3[C:27](=[O:28])[C:26]4[C:21](=[CH:22][CH:23]=[C:24]([N:29]5[CH2:30][CH2:31][N:32]([CH:35]([CH3:36])[CH3:37])[CH2:33][CH2:34]5)[CH:25]=4)[N:20]=[CH:19]3)[CH:12]=2)[CH2:8][CH2:7]1 |f:3.4|. Reported procedure: Using an analogous procedure to that described in Example 45, 1N methanesulfonic acid in ethyl acetate was reacted with N-cyclopropyl-3-[6-(4-isopropylpiperazin-1-yl)-4-oxoquinazolin-3(4H)-yl]-4-methylbenzamide to gave the title compound; NMR Spectrum: (DMSOd6) 0.56 (m, 2H), 0.70 (m, 2H), 1.30 (d, 6H), 2.14 (s, 3H), 2.35 (s, 3H), 2.85 (m, 1H), 3.10-3.28 (m, 4H), 3.55 (m, 3H), 4.07 (m, 2H), 7.53 (d, 1H), 7.57 (s, 1H), 7.71 (m, 2H), 7.82 (s, 1H), 7.91 (d, 1H), 8.18 (s, 1H), 8.44 (d, 1H), 9.40 (br ...